This data is from the Open Reaction Database (ORD), a public repository of structured organic reaction records. The task is: describe an organic reaction: reactants, conditions, products, and yield Starting materials: CC(=O)OC(C)=O, CCCC1Oc2c(C)c(C)c(O)c(C)c2S1, c1ccncc1. Yields the product CCCC1Oc2c(C)c(C)c(OC(C)=O)c(C)c2S1. Reaction SMILES: [CH3:17][C:18](=[O:19])[O:20][C:21](=[O:22])[CH3:23].[OH:1][c:2]1[c:3]([CH3:16])[c:4]([CH3:15])[c:5]2[c:6]([c:13]1[CH3:14])[S:7][CH:8]([CH2:10][CH2:11][CH3:12])[O:9]2.[cH:24]1[cH:25][cH:26][n:27][cH:28][cH:29]1>>[O:1]([c:2]1[c:3]([CH3:16])[c:4]([CH3:15])[c:5]2[c:6]([c:13]1[CH3:14])[S:7][CH:8]([CH2:10][CH2:11][CH3:12])[O:9]2)[C:18]([CH3:17])=[O:19]. Reactants: CC(C)(C)NN, Cc1ccccc1, O=C(Cl)c1cccc(Cl)c1, Cl, [Na+], [OH-], O. The product is CC(C)(C)NNC(=O)c1cccc(Cl)c1. RXN SMILES: [C:2]([CH3:3])([CH3:4])([CH3:5])[NH:6][NH2:7].[CH3:21][c:22]1[cH:23][cH:24][cH:25][cH:26][cH:27]1.[Cl:11][c:12]1[cH:13][c:14]([C:15](=[O:16])[Cl:17])[cH:18][cH:19][cH:20]1.[ClH:1].[Na+:10].[OH-:9].[OH2:8]>>[C:2]([CH3:3])([CH3:4])([CH3:5])[NH:6][NH:7][C:15]([c:14]1[cH:13][c:12]([Cl:11])[cH:20][cH:19][cH:18]1)=[O:16]. The reactants are ClC=1C=C2C(=NC1C1=CC=C(C=C1)C1=CC=CC=C1)N=C(N2COCC[Si](C)(C)C)N[C@@H]2[C@@H]1[C@H](OC2)[C@@H](CO1)NC(OC(C)(C)C)=O (Tert-butyl N-[(3S,3aR,6R,6aR)-3-[[6-chloro-5-(4-phenylphenyl)-1-(2-trimethylsilylethoxy-methyl)imidazo[4,5-b]pyridin-2-yl]amino]-2,3,3a,5,6,6a-hexahydrofuro[3,2-b]furan-6-yl]carbamate), C(=O)(C(F)(F)F)O (TFA), C(Cl)Cl (DCM). The solvent is CO (methanol). Product: FC(C(=O)O)(F)F.ClC=1C=C2C(=NC1C1=CC=C(C=C1)C1=CC=CC=C1)N=C(N2)N[C@H]2CO[C@H]1[C@@H]2OC[C@H]1N ((3R,3aR,6S,6aR)—N6-[6-chloro-5-(4-phenylphenyl)-1H-imidazo[4,5-b]pyridin-2-yl]-2,3,3a,5,6,6a-hexahydrofuro[3,2-b]furan-3,6-diamine 2,2,2-trifluoroacetic acid). RXN SMILES: [Cl:1][C:2]1[CH:3]=[C:4]2[N:22](COCC[Si](C)(C)C)[C:21]([NH:31][C@H:32]3[CH2:36][O:35][C@@H:34]4[C@H:37]([NH:40]C(=O)OC(C)(C)C)[CH2:38][O:39][C@H:33]34)=[N:20][C:5]2=[N:6][C:7]=1[C:8]1[CH:13]=[CH:12][C:11]([C:14]2[CH:19]=[CH:18][CH:17]=[CH:16][CH:15]=2)=[CH:10][CH:9]=1.C(Cl)Cl.[C:51]([OH:57])([C:53]([F:56])([F:55])[F:54])=[O:52]>CO>[F:54][C:53]([F:56])([F:55])[C:51]([OH:57])=[O:52].[Cl:1][C:2]1[CH:3]=[C:4]2[NH:22][C:21]([NH:31][C@@H:32]3[C@H:33]4[O:39][CH2:38][C@@H:37]([NH2:40])[C@H:34]4[O:35][CH2:36]3)=[N:20][C:5]2=[N:6][C:7]=1[C:8]1[CH:13]=[CH:12][C:11]([C:14]2[CH:15]=[CH:16][CH:17]=[CH:18][CH:19]=2)=[CH:10][CH:9]=1 |f:4.5|. Procedure: Tert-butyl N-[(3S,3aR,6R,6aR)-3-[[6-chloro-5-(4-phenylphenyl)-1-(2-trimethylsilylethoxy-methyl)imidazo[4,5-b]pyridin-2-yl]amino]-2,3,3a,5,6,6a-hexahydrofuro[3,2-b]furan-6-yl]carbamate (1.1 mg, 0.0016 mmol) was dissolved in TFA (0.2 mL) and DCM (0.5 mL) and stirred at room temperature for 1 hour. Then the reaction mixture was evaporated to give an oil, which was dissolved in methanol (0.5 mL) and purified by preparative HPLC reverse phase (C-18), using a 30×150 mm Sunfire™ column and eluting with... Reactants: CCN(C(C)C)C(C)C, ClCCl, OCCCN1CCOCC1, CS(=O)(=O)Cl. The product is CS(=O)(=O)OCCCN1CCOCC1. RXN SMILES: [CH:11]([N:12]([CH2:13][CH3:14])[CH:15]([CH3:16])[CH3:17])([CH3:18])[CH3:19].[Cl:25][CH2:26][Cl:27].[O:1]1[CH2:2][CH2:3][N:4]([CH2:7][CH2:8][CH2:9][OH:10])[CH2:5][CH2:6]1.[S:20](=[O:21])(=[O:22])([CH3:23])[Cl:24]>>[O:1]1[CH2:2][CH2:3][N:4]([CH2:7][CH2:8][CH2:9][O:10][S:20](=[O:21])(=[O:22])[CH3:23])[CH2:5][CH2:6]1.